This data is from the Open Reaction Database (ORD), a public repository of structured organic reaction records. The task is: describe an organic reaction: reactants, conditions, products, and yield The reactants are FC=1C=C(C=CC1)SC(CC(CC(C)=O)O)C (6-(3-fluorophenylthio)-4-hydroxy- 2-heptanone), C1(=CC=C(C=C1)S(=O)(=O)O)C (p-toluene sulfonic acid). Solvent: C1(=CC=CC=C1)C (toluene). Product: FC=1C=C(C=CC1)SC(CC=CC(C)=O)C (6-(3-fluorophenylthio)-3-hepten-2-one). Yield: 92.5%. As a reaction SMILES: [F:1][C:2]1[CH:3]=[C:4]([S:8][CH:9]([CH3:17])[CH2:10][CH:11](O)[CH2:12][C:13](=[O:15])[CH3:14])[CH:5]=[CH:6][CH:7]=1.C1(C)C=CC(S(O)(=O)=O)=CC=1>C1(C)C=CC=CC=1>[F:1][C:2]1[CH:3]=[C:4]([S:8][CH:9]([CH3:17])[CH2:10][CH:11]=[CH:12][C:13](=[O:15])[CH3:14])[CH:5]=[CH:6][CH:7]=1. Procedure details: 1.00 Gram of 6-(3-fluorophenylthio)-4-hydroxy- 2-heptanone was dissolved in 100 ml of toluene, and 0.02 g of p-toluene sulfonic acid was added thereto. The resulting mixture was refluxed for 2.5 hours with stirring. After having been cooled, the mixture was washed with a saturated aqueous sodium hydrogencarbonate solution and then saturated aqueous sodium chloride solution. Then the mixture was dried over anhydrous magnesium sulfate. Removing the solvent from the mixture under reduced pressure g... Reactants: ClC1=CC2=C(C(=N1)C#N)N=CN2C (6-Chloro-1-methyl-1H-imidazo[4,5-c]pyridine-4-carbonitrile), P(=O)([O-])([O-])[O-].[K+].[K+].[K+] (potassium phosphate), CC1(OB(OC1(C)C)C1=CC(=C(C=C1)CCCO)C(F)(F)F)C (3-(4-(4,4,5,5-tetramethyl-1,3,2-dioxaborolan-2-yl)-2-(trifluoromethyl)phenyl)propan-1-ol), C1(CCCCC1)P(C1CCCCC1)C1CCCCC1 (tricyclohexylphosphine). Reagents/catalysts: C=1C=CC(=CC1)/C=C/C(=O)/C=C/C2=CC=CC=C2.C=1C=CC(=CC1)/C=C/C(=O)/C=C/C2=CC=CC=C2.C=1C=CC(=CC1)/C=C/C(=O)/C=C/C2=CC=CC=C2.[Pd].[Pd] (tris(dibenzylideneacetone)dipalladium). The solvent is O1CCOCC1 (dioxane), CCOC(=O)C (EtOAc), O (water). Reaction conditions: temperature 110 celsius. The product is OCCCC1=C(C=C(C=C1)C1=CC2=C(C(=N1)C#N)N=CN2C)C(F)(F)F (6-[4-(3-hydroxypropyl)-3-(trifluoromethyl)-phenyl]-1-methyl-1H-imidazo[4,5-c]pyridine-4-carbonitrile). Yield: 62.2%. As a reaction SMILES: Cl[C:2]1[N:7]=[C:6]([C:8]#[N:9])[C:5]2[N:10]=[CH:11][N:12]([CH3:13])[C:4]=2[CH:3]=1.CC1(C)C(C)(C)OB([C:22]2[CH:27]=[CH:26][C:25]([CH2:28][CH2:29][CH2:30][OH:31])=[C:24]([C:32]([F:35])([F:34])[F:33])[CH:23]=2)O1.C1(P(C2CCCCC2)C2CCCCC2)CCCCC1.P([O-])([O-])([O-])=O.[K+].[K+].[K+]>O1CCOCC1.O.CCOC(C)=O.C1C=CC(/C=C/C(/C=C/C2C=CC=CC=2)=O)=CC=1.C1C=CC(/C=C/C(/C=C/C2C=CC=CC=2)=O)=CC=1.C1C=CC(/C=C/C(/C=C/C2C=CC=CC=2)=O)=CC=1.[Pd].[Pd]>[OH:31][CH2:30][CH2:29][CH2:28][C:25]1[CH:26]=[CH:27][C:22]([C:2]2[N:7]=[C:6]([C:8]#[N:9])[C:5]3[N:10]=[CH:11][N:12]([CH3:13])[C:4]=3[CH:3]=2)=[CH:23][C:24]=1[C:32]([F:33])([F:34])[F:35] |f:3.4.5.6,10.11.12.13.14|. Procedure details: 6-Chloro-1-methyl-1H-imidazo[4,5-c]pyridine-4-carbonitrile (1.29 g), 3-(4-(4,4,5,5-tetramethyl-1,3,2-dioxaborolan-2-yl)-2-(trifluoromethyl)phenyl)propan-1-ol (2.432 g), tris(dibenzylideneacetone)dipalladium (0.307 g), tricyclohexylphosphine (0.225 g) and potassium phosphate (2.417 g) were suspended in dioxane (20 ml) and water (8 ml). The reaction mixture was placed under a nitrogen atmosphere and heated to reflux (110° C.) for 1.5 hours. The mixture was allowed to cool to room temperature then ... The reactants are BrC=1C(=NC=C(N1)Br)NCC(=O)OCC (ethyl 2-(3,5-dibromopyrazin-2-ylamino)acetate), C(C)(C)N (isopropylamine), C(C)(C)N(C(C)C)CC (N,N-diisopropylethylamine), CS(=O)C (dimethylsulfoxide). The solvent is O (water). Conditions: temperature 150 celsius. The product is BrC=1N=C(C(=NC1)NCC(=O)OCC)NC(C)C (Ethyl 2-(5-bromo-3-(isopropylamino)pyrazin-2-ylamino)acetate). Yield: 55.5%. As a reaction SMILES: Br[C:2]1[C:3]([NH:9][CH2:10][C:11]([O:13][CH2:14][CH3:15])=[O:12])=[N:4][CH:5]=[C:6]([Br:8])[N:7]=1.[CH:16]([NH2:19])([CH3:18])[CH3:17].C(N(CC)C(C)C)(C)C.CS(C)=O>O>[Br:8][C:6]1[N:7]=[C:2]([NH:19][CH:16]([CH3:18])[CH3:17])[C:3]([NH:9][CH2:10][C:11]([O:13][CH2:14][CH3:15])=[O:12])=[N:4][CH:5]=1. Procedure: A mixture of ethyl 2-(3,5-dibromopyrazin-2-ylamino)acetate (See Example 6.B) (1.5 g, 4.43 mmol), isopropylamine (0.17 g, 4.87 mmol), N,N-diisopropylethylamine (1.14 g, 8.84 mmol) and dimethylsulfoxide (10 mL) in a reaction vial was heated in an oil bath at 150° C. for 16 h. After being cooled to room temperature, the resulting mixture was poured into water and extracted with ethyl acetate. The organic layer was dried over sodium sulfate, filtered, evaporated under reduced pressure and purified o... Reactants: C(C)(C)(C)OC(=O)N1CCC(CC1)OC1=C(C(=O)OC)C=CC(=C1)OCCF (methyl 2-(1-tert-butoxycarbonylpiperidin-4-yloxy)-4-(2-fluoroethoxy)benzoate), O[Li].O (LiOH.H2O), O (water). Run in C1CCOC1 (THF). The product is C(C)(C)(C)OC(=O)N1CCC(CC1)OC1=C(C(=O)O)C=CC(=C1)OCCF (2-(1-tert-Butoxycarbonylpiperidin-4-yloxy)-4-(2-fluoroethoxy)benzoic Acid). Isolated yield 39.3%. As a reaction SMILES: [C:1]([O:5][C:6]([N:8]1[CH2:13][CH2:12][CH:11]([O:14][C:15]2[CH:24]=[C:23]([O:25][CH2:26][CH2:27][F:28])[CH:22]=[CH:21][C:16]=2[C:17]([O:19]C)=[O:18])[CH2:10][CH2:9]1)=[O:7])([CH3:4])([CH3:3])[CH3:2].O[Li].O.O>C1COCC1>[C:1]([O:5][C:6]([N:8]1[CH2:13][CH2:12][CH:11]([O:14][C:15]2[CH:24]=[C:23]([O:25][CH2:26][CH2:27][F:28])[CH:22]=[CH:21][C:16]=2[C:17]([OH:19])=[O:18])[CH2:10][CH2:9]1)=[O:7])([CH3:4])([CH3:3])[CH3:2] |f:1.2|. Reported procedure: Using a procedure similar to that of Example 6-E, methyl 2-(1-tert-butoxycarbonylpiperidin-4-yloxy)-4-(2-fluoroethoxy)benzoate (7.28 g) is hydrolyzed using LiOH.H2O (1.78 g, 2.2 equivalents), water (20 mL) and THF (60 mL) at 60-65° C. to afford the acid (2.76 g, 40%). The reactants are C(C)(=O)N1CCC(=CC1)C1=C(C=C2C(C(=CN(C2=C1)C1CC1)C(=O)OCC)=O)F (ethyl 7-(1-acetyl-1,2,3,6-tetrahydro-4-pyridyl)-1-cyclopropyl-6-fluoro-1,4-dihydro-4-oxo-3-quinolinecarboxylate). Run in Cl (hydrochloric acid). Product: C1(CC1)N1C=C(C(C2=CC(=C(C=C12)C=1CCNCC1)F)=O)C(=O)O (1-Cyclopropyl-6-fluoro-1,4-dihydro-4-oxo-7-(1,2,3,6-tetrahydro-4-pyridyl)-3-quinolinecarboxylic acid). RXN SMILES: C([N:4]1[CH2:9][CH:8]=[C:7]([C:10]2[CH:19]=[C:18]3[C:13]([C:14](=[O:28])[C:15]([C:23]([O:25]CC)=[O:24])=[CH:16][N:17]3[CH:20]3[CH2:22][CH2:21]3)=[CH:12][C:11]=2[F:29])[CH2:6][CH2:5]1)(=O)C>Cl>[CH:20]1([N:17]2[C:18]3[C:13](=[CH:12][C:11]([F:29])=[C:10]([C:7]4[CH2:8][CH2:9][NH:4][CH2:5][CH:6]=4)[CH:19]=3)[C:14](=[O:28])[C:15]([C:23]([OH:25])=[O:24])=[CH:16]2)[CH2:21][CH2:22]1. Procedure details: A solution of 0.80 g (2.01 mmol) of ethyl 7-(1-acetyl-1,2,3,6-tetrahydro-4-pyridyl)-1-cyclopropyl-6-fluoro-1,4-dihydro-4-oxo-3-quinolinecarboxylate in 50 ml of 6 N hydrochloric acid was heated on a steam bath for 2.75 hours. The mixture was evaporated to dryness, redissolved in water, filtered and titrated to pH 7 with dilute sodium hydroxide. The precipitated title compound was filtered and dried. Starting materials: ice water, C([O-])([O-])=O.[K+].[K+] (Potassium carbonate), C(C=C)Br (allyl bromide), C(C)OC(C(CC(C)(C)C1=C(C=CC(=C1)F)O)(C(F)(F)F)O)=O (4-(5-fluoro-2-hydroxyphenyl)-2-hydroxy-4-methyl-2-trifluoromethyl-valeric acid ethyl ester). The solvent is CN(C)C=O (DMF). Run at time 2 hour. Yields the product C(C)OC(C(CC(C)(C)C1=C(C=CC(=C1)F)OCC=C)(C(F)(F)F)O)=O (4-(2-Allyloxy-5fluorophenyl)-2-hydroxy-4-methyl-2-trifluoromethyl-valeric acid ethyl ester). Isolated yield 95.1%. As a reaction SMILES: C(=O)([O-])[O-].[K+].[K+].[CH2:7](Br)[CH:8]=[CH2:9].[CH2:11]([O:13][C:14](=[O:33])[C:15]([OH:32])([C:28]([F:31])([F:30])[F:29])[CH2:16][C:17]([C:20]1[CH:25]=[C:24]([F:26])[CH:23]=[CH:22][C:21]=1[OH:27])([CH3:19])[CH3:18])[CH3:12]>CN(C=O)C>[CH2:11]([O:13][C:14](=[O:33])[C:15]([OH:32])([C:28]([F:29])([F:30])[F:31])[CH2:16][C:17]([C:20]1[CH:25]=[C:24]([F:26])[CH:23]=[CH:22][C:21]=1[O:27][CH2:9][CH:8]=[CH2:7])([CH3:19])[CH3:18])[CH3:12] |f:0.1.2|. Reported procedure: Potassium carbonate (4.15 g, 30 mmol) and allyl bromide (2.16 ml, 25 mmol) are added to a solution of 4-(5-fluoro-2-hydroxyphenyl)-2-hydroxy-4-methyl-2-trifluoromethyl-valeric acid ethyl ester (5.36 g, 15.84 mmol) in DMF (50 ml) while being cooled with ice. After 2 hours at 2° C. and after 2 hours at room temperature, the batch is poured into ice water and extracted with hexane-ether 2:1. The combined organic extracts are dried (Na2SO4) and concentrated by evaporation in a vacuum. Column chromat... Reactants: BrC=1C=C(C=CC1)O (meta bromophenol), BrC1=CC=C(C=C1)O (para bromophenol), O (water). The solvent is [OH-].[Na+] (sodium hydroxide). Product: BrC=1C=C(C=CC1)OC (meta bromoanisole). The yield is 30.0%. As a reaction SMILES: [Br:1][C:2]1[CH:3]=[C:4]([OH:8])[CH:5]=[CH:6][CH:7]=1.Br[C:10]1C=CC(O)=CC=1.O>[OH-].[Na+]>[Br:1][C:2]1[CH:3]=[C:4]([O:8][CH3:10])[CH:5]=[CH:6][CH:7]=1 |f:3.4|. Reported procedure: A mixture consisting of 53% of meta bromophenol and 47% of para bromophenol (30.15 g, 0.174 mol) was dissolved in 150 ml of 50% sodium hydroxide and 30 ml of water and cooled to 25° C., whereupon a white solid precipitated. The white solid was filtered and slurried with 20 ml of 50% sodium hydroxide and 5 ml of water. The white solid was then crystallized again in a similar manner and methylated with an excess of dimethylsulfate and sodium hydroxide to yield 9.72 g (30%) of meta bromoanisole aft...